Dataset: the Open Reaction Database (ORD), a public repository of structured organic reaction records. Task: describe an organic reaction: reactants, conditions, products, and yield The reactants are NC1=CC=C(C(=O)OCC)C=C1 (ethyl 4-aminobenzoate), N1=CC=CC2=CC=CC(=C12)S(=O)(=O)Cl (quinoline-8-sulfonyl chloride). Solvent: N1=CC=CC=C1 (pyridine). Reaction conditions: time 10 minute. The product is N1=CC=CC2=CC=CC(=C12)S(=O)(=O)NC1=CC=C(C(=O)OCC)C=C1 (Ethyl 4-(quinoline-8-sulfonamido)benzoate). As a reaction SMILES: [NH2:1][C:2]1[CH:12]=[CH:11][C:5]([C:6]([O:8][CH2:9][CH3:10])=[O:7])=[CH:4][CH:3]=1.[N:13]1[C:22]2[C:17](=[CH:18][CH:19]=[CH:20][C:21]=2[S:23](Cl)(=[O:25])=[O:24])[CH:16]=[CH:15][CH:14]=1>N1C=CC=CC=1>[N:13]1[C:22]2[C:17](=[CH:18][CH:19]=[CH:20][C:21]=2[S:23]([NH:1][C:2]2[CH:3]=[CH:4][C:5]([C:6]([O:8][CH2:9][CH3:10])=[O:7])=[CH:11][CH:12]=2)(=[O:25])=[O:24])[CH:16]=[CH:15][CH:14]=1. Procedure details: To a stirred solution of ethyl 4-aminobenzoate (5 gm, 30.3 mmol) under nitrogen atmosphere was added pyridine (50 ml) at 0° C. and stirred for 10 min. Quinoline-8-sulfonyl chloride 89 (8.94 gm, 39.4 mmol) was then added to the reaction mixture at the same temperature. The resulting mixture was stirred for 16 hr at RT. After completion of the reaction, the solvent was removed under low pressure. The traces of pyridine were removed by co-distillation with toluene. Diethylether was added to the res... Procedure details: The amount of glucose fed was 2021 g over 52 hours. The fermentation medium included a D-, L-alanine feed whereby a total of 1400 mls of 167 g/l D-, L-alanine was fed at a rate of 1.9 ml/min starting 12 hrs from the beginning of the fermentation. In addition, L-phenylalanine was fed at the same concentration and rate as the D-, L-alanine. The fermentation resulted in 13.66 g/l of D-phenylalanine and 0.87 g/l L-phenylalanine being produced. RXN SMILES: O=[CH:2][C@@H:3]([C@H:5]([C@@H:7]([C@@H:9]([CH2:11]O)O)O)O)O.[NH2:13][C@H:14]([C:16]([OH:18])=[O:17])[CH3:15]>>[NH2:13][C@@H:14]([C:16]([OH:18])=[O:17])[CH2:15][C:2]1[CH:11]=[CH:9][CH:7]=[CH:5][CH:3]=1.[NH2:13][C@H:14]([C:16]([OH:18])=[O:17])[CH2:15][C:2]1[CH:11]=[CH:9][CH:7]=[CH:5][CH:3]=1. The reactants are N[C@@H](C)C(=O)O (L-alanine), O=C[C@H](O)[C@@H](O)[C@H](O)[C@H](O)CO (glucose), N[C@@H](C)C(=O)O (L-alanine). Product: N[C@H](CC1=CC=CC=C1)C(=O)O (D-phenylalanine), N[C@@H](CC1=CC=CC=C1)C(=O)O (L-phenylalanine). Conditions: time 12 hour. Starting materials: C(C)(C)(C)OC(N(C)CCC(NC1=C(C(=CC=C1)OC)N)=O)=O ([2-(2-amino-3-methoxy-phenylcarbamoyl)-ethyl]-methyl-carbamic acid tert.-butyl ester). Solvent: C(C)(=O)O (acetic acid). Yields the product C(C)(C)(C)OC(N(C)CCC1=NC2=C(N1)C(=CC=C2)OC)=O ([2-(7-methoxy-1H-benzoimidazol-2-yl)-ethyl]-methyl-carbamic acid tert.-butyl ester). The yield is 75.6%. Reaction SMILES: [C:1]([O:5][C:6](=[O:23])[N:7]([CH2:9][CH2:10][C:11](=O)[NH:12][C:13]1[CH:18]=[CH:17][CH:16]=[C:15]([O:19][CH3:20])[C:14]=1[NH2:21])[CH3:8])([CH3:4])([CH3:3])[CH3:2]>C(O)(=O)C>[C:1]([O:5][C:6](=[O:23])[N:7]([CH2:9][CH2:10][C:11]1[NH:21][C:14]2[C:15]([O:19][CH3:20])=[CH:16][CH:17]=[CH:18][C:13]=2[N:12]=1)[CH3:8])([CH3:4])([CH3:3])[CH3:2]. Procedure: A solution of 2.1 g of crude [2-(2-amino-3-methoxy-phenylcarbamoyl)-ethyl]-methyl-carbamic acid tert.-butyl ester in 10 mL acetic acid was heated at 65° C. for 2 h. The reaction mixture was concentrated and purified by CC with EtOAc to yield 1.5 g of [2-(7-methoxy-1H-benzoimidazol-2-yl)-ethyl]-methyl-carbamic acid tert.-butyl ester as orange foam. Starting materials: CCCCN1C(=O)NC(=Cc2cc(OC)c(OC)cc2OC)C1=O, CC(=O)O. The product is CCCCN1C(=O)NC(Cc2cc(OC)c(OC)cc2OC)C1=O. As a reaction SMILES: [CH2:1]([CH2:2][CH2:3][CH3:4])[N:5]1[C:6](=[O:24])[NH:7][C:8](=[CH:11][c:12]2[c:13]([O:22][CH3:23])[cH:14][c:15]([O:20][CH3:21])[c:16]([O:18][CH3:19])[cH:17]2)[C:9]1=[O:10].[CH3:25][C:26](=[O:27])[OH:28]>>[CH2:1]([CH2:2][CH2:3][CH3:4])[N:5]1[C:6](=[O:24])[NH:7][CH:8]([CH2:11][c:12]2[c:13]([O:22][CH3:23])[cH:14][c:15]([O:20][CH3:21])[c:16]([O:18][CH3:19])[cH:17]2)[C:9]1=[O:10]. The reactants are C(C)(=O)NCCNC(=O)C=1SC(=CC1)C1=NC=C(C(=N1)NC1=NNC(=C1)C1CC1)Br (N-(2-acetamidoethyl)-5-(5-bromo-4-(5-cyclopropyl-1H-pyrazol-3-ylamino)pyrimidin-2-yl)thiophene-2-carboxamide), C(C)(=O)OC(C)=O (acetic anhydride). Run in C1CCOC1.O (THF H2O). The product is C(C)(=O)NCCNC(=O)C=1SC(=CC1)C1=NC=C(C(=N1)NC1=NN(C(=C1)C1CC1)C(C)=O)Br (N-(2-acetamidoethyl)-5-(4-(1-acetyl-5-cyclopropyl-1H-pyrazol-3-ylamino)-5-bromopyrimidin-2-yl)thiophene-2-carboxamide). The yield is 98.6%. RXN SMILES: [C:1]([NH:4][CH2:5][CH2:6][NH:7][C:8]([C:10]1[S:11][C:12]([C:15]2[N:20]=[C:19]([NH:21][C:22]3[CH:26]=[C:25]([CH:27]4[CH2:29][CH2:28]4)[NH:24][N:23]=3)[C:18]([Br:30])=[CH:17][N:16]=2)=[CH:13][CH:14]=1)=[O:9])(=[O:3])[CH3:2].[C:31](OC(=O)C)(=[O:33])[CH3:32]>C1COCC1.O>[C:1]([NH:4][CH2:5][CH2:6][NH:7][C:8]([C:10]1[S:11][C:12]([C:15]2[N:20]=[C:19]([NH:21][C:22]3[CH:26]=[C:25]([CH:27]4[CH2:29][CH2:28]4)[N:24]([C:31](=[O:33])[CH3:32])[N:23]=3)[C:18]([Br:30])=[CH:17][N:16]=2)=[CH:13][CH:14]=1)=[O:9])(=[O:3])[CH3:2] |f:2.3|. Procedure: To N-(2-acetamidoethyl)-5-(5-bromo-4-(5-cyclopropyl-1H-pyrazol-3-ylamino)pyrimidin-2-yl)thiophene-2-carboxamide (273.8 mg, 0.56 mmol, 1.0 equiv.), acetic anhydride (114.2 mg, 1.1 mmol, 2.0 equiv.) in THF/H2O (10 ml/1 mL) was stirred at 23° C. for 2 hour. Then the mixture was extracted with THF (6×40 ml). The combined organic layers were dried (Na2SO4), filtered and concentrated give N-(2-acetamidoethyl)-5-(4-(1-acetyl-5-cyclopropyl-1H-pyrazol-3-ylamino)-5-bromopyrimidin-2-yl)thiophene-2-carboxam... Starting materials: CC(=O)O[BH-](OC(C)=O)OC(C)=O, O=Cc1cnc(CO)c(Cl)c1, ClCCCl, NC1CCN(CCn2c(=O)ccc3ncc(F)cc32)CC1, [Na+]. The product is O=c1ccc2ncc(F)cc2n1CCN1CCC(NCc2cnc(CO)c(Cl)c2)CC1. As a reaction SMILES: [C:33]([O:34][BH-:35]([O:36][C:37](=[O:38])[CH3:39])[O:40][C:41](=[O:42])[CH3:43])(=[O:44])[CH3:45].[Cl:22][c:23]1[cH:24][c:25]([CH:31]=[O:32])[cH:26][n:27][c:28]1[CH2:29][OH:30].[Cl:47][CH2:48][CH2:49][Cl:50].[NH2:1][CH:2]1[CH2:3][CH2:4][N:5]([CH2:8][CH2:9][n:10]2[c:11](=[O:21])[cH:12][cH:13][c:14]3[n:15][cH:16][c:17]([F:20])[cH:18][c:19]23)[CH2:6][CH2:7]1.[Na+:46]>>[NH:1]([CH:2]1[CH2:3][CH2:4][N:5]([CH2:8][CH2:9][n:10]2[c:11](=[O:21])[cH:12][cH:13][c:14]3[n:15][cH:16][c:17]([F:20])[cH:18][c:19]23)[CH2:6][CH2:7]1)[CH2:31][c:25]1[cH:24][c:23]([Cl:22])[c:28]([CH2:29][OH:30])[n:27][cH:26]1. The reactants are O=C([O-])[O-], CC(C)=O, ClCc1ccc2ccccc2n1, [I-], [K+], [K+], [K+], O, CC(O)c1cccc(O)c1. Product: CC(O)c1cccc(OCc2ccc3ccccc3n2)c1. RXN SMILES: [C:23](=[O:24])([O-:25])[O-:26].[CH3:31][C:32](=[O:33])[CH3:34].[Cl:11][CH2:12][c:13]1[n:14][c:15]2[cH:16][cH:17][cH:18][cH:19][c:20]2[cH:21][cH:22]1.[I-:30].[K+:27].[K+:28].[K+:29].[OH2:35].[OH:1][CH:2]([CH3:3])[c:4]1[cH:5][c:6]([OH:10])[cH:7][cH:8][cH:9]1>>[OH:1][CH:2]([CH3:3])[c:4]1[cH:5][c:6]([O:10][CH2:12][c:13]2[n:14][c:15]3[cH:16][cH:17][cH:18][cH:19][c:20]3[cH:21][cH:22]2)[cH:7][cH:8][cH:9]1.